Dataset: the Open Reaction Database (ORD), a public repository of structured organic reaction records. Task: describe an organic reaction: reactants, conditions, products, and yield Reactants: BrB(Br)Br, ClCCl, COc1ccc(N2CC(c3ccccc3)OC2=O)cc1, CCCCCC, O. The product is O=C1OC(c2ccccc2)CN1c1ccc(O)cc1. Reaction SMILES: [B:21]([Br:22])([Br:23])[Br:24].[CH2:32]([Cl:33])[Cl:34].[CH3:1][O:2][c:3]1[cH:4][cH:5][c:6]([N:9]2[C:10](=[O:20])[O:11][CH:12]([c:14]3[cH:15][cH:16][cH:17][cH:18][cH:19]3)[CH2:13]2)[cH:7][cH:8]1.[CH3:26][CH2:27][CH2:28][CH2:29][CH2:30][CH3:31].[OH2:25]>>[OH:2][c:3]1[cH:4][cH:5][c:6]([N:9]2[C:10](=[O:20])[O:11][CH:12]([c:14]3[cH:15][cH:16][cH:17][cH:18][cH:19]3)[CH2:13]2)[cH:7][cH:8]1.